This data is from the Open Reaction Database (ORD), a public repository of structured organic reaction records. The task is: describe an organic reaction: reactants, conditions, products, and yield The reactants are S(=O)(Cl)Cl (thionylchloride), OCCCN(CCC)C1CC2=CC=CC(=C2CC1)OC (1,2,3,4-tetrahydro-2-[N-(3-hydroxypropyl)-N-propylamino]-5-methoxy-naphthalene), bis[base]naphthalene-1,5-disulphonate. Run in C(Cl)(Cl)Cl (chloroform). The product is ClCCCN(CCC)C1CC2=CC=CC(=C2CC1)OC (2-[N-(3-chloropropyl)-N-propylamino]-1,2,3,4-tetrahydro-5-methoxy-naphthalene). As a reaction SMILES: S(Cl)([Cl:3])=O.O[CH2:6][CH2:7][CH2:8][N:9]([CH:13]1[CH2:22][CH2:21][C:20]2[C:15](=[CH:16][CH:17]=[CH:18][C:19]=2[O:23][CH3:24])[CH2:14]1)[CH2:10][CH2:11][CH3:12]>C(Cl)(Cl)Cl>[Cl:3][CH2:6][CH2:7][CH2:8][N:9]([CH:13]1[CH2:22][CH2:21][C:20]2[C:15](=[CH:16][CH:17]=[CH:18][C:19]=2[O:23][CH3:24])[CH2:14]1)[CH2:10][CH2:11][CH3:12]. Procedure details: 185.8 g thionylchloride are added to 190 g 1,2,3,4-tetrahydro-2-[N-(3-hydroxypropyl)-N-propylamino]-5-methoxy-naphthalene (free base) in 1.5 liters chloroform. The resultant warm reaction mixture is refluxed for 1 hour, and after concentration partitioned between methylene chloride and 2 N sodium hydroxide. The organic phase is washed with water, dried over sodium sulphate, filtered and concentrated. The crude heading compound so obtained is converted into the bis[base]naphthalene-1,5-disulphona... The reactants are C(C)[Mg]Br (ethylmagnesium bromide), CN(C[C@@H](C(=O)C1=CC(=CC=C1)[N+](=O)[O-])C)C ((S)-3-(dimethylamino)-2-methyl-1-(3-nitro-phenyl)-propan-1-one), C1(=CC=CC=C1)C (toluene), S(=O)(=O)(O)[O-].[NH4+] (ammonium hydrogen sulphate). The solvent is C1CCOC1 (THF). Run at time 3 hour. The product is NC=1C=C(C=CC1)[C@]([C@H](CN(C)C)C)(CC)O ((2S,3R)-3-(3-Amino-phenyl)-1-(dimethylamino)-2-methyl-pentan-3-ol). Isolated yield 61.2%. Reaction SMILES: [CH2:1]([Mg]Br)[CH3:2].[CH3:5][N:6]([CH3:21])[CH2:7][C@H:8]([CH3:20])[C:9]([C:11]1[CH:16]=[CH:15][CH:14]=[C:13]([N+:17]([O-])=O)[CH:12]=1)=[O:10].C1(C)C=CC=CC=1.S([O-])(O)(=O)=O.[NH4+]>C1COCC1>[NH2:17][C:13]1[CH:12]=[C:11]([C@@:9]([OH:10])([CH2:1][CH3:2])[C@@H:8]([CH3:20])[CH2:7][N:6]([CH3:21])[CH3:5])[CH:16]=[CH:15][CH:14]=1 |f:3.4|. Procedure details: 726 ml of ethylmagnesium bromide (1M in THF; 0.726 mol) are added under a nitrogen flow into a 2-liter four-neck flask, provided with mechanical stirrer, thermometer and dropping funnel. A solution of (S)-3-(dimethylamino)-2-methyl-1-(3-nitro-phenyl)-propan-1-one (50 g, 0.242 mol) in 50 ml of THF are dripped maintaining the temperature between 15-30° C. The reaction is stirred at room temperature for 3 hours. It is cooled to about 10° C. and toluene (200 ml) and slowly a 20% ammonium hydrogen su...